Dataset: the Open Reaction Database (ORD), a public repository of structured organic reaction records. Task: describe an organic reaction: reactants, conditions, products, and yield Starting materials: Fc1cc(Br)cc(Br)c1, [Li]CCCC, CCOCC, CN(C)C=O. Yields the product O=Cc1cc(F)cc(Br)c1. As a reaction SMILES: [Br:1][c:2]1[cH:3][c:4]([F:9])[cH:5][c:6]([Br:8])[cH:7]1.[CH2:10]([Li:11])[CH2:12][CH2:13][CH3:14].[CH3:20][CH2:21][O:22][CH2:23][CH3:24].[O:15]=[CH:16][N:17]([CH3:18])[CH3:19]>>[c:2]1([CH:16]=[O:15])[cH:3][c:4]([F:9])[cH:5][c:6]([Br:8])[cH:7]1. The product is C(C)(C)(C)OC(C[C@@H](C(=O)O)C[C@@H](CCC)C)=O ((S)-2-((R)-2-methyl-pentyl)-succinic acid 4-tert-butyl ester). Reported procedure: To (S)-citronellyl bromide (50 g, 0.228 mol) in THF (800 mL) at 0° C. was added LiCi (4.3 g) followed by CuCl2 (6.8 g). After 30 minutes methylmagnesium chloride (152 mL of a 3 M solution in THF, Aldrich) was added and the solution warmed to room temperature. After 10 hours the solution was cooled to 0° C. and a saturated aqueous solution of ammonium chloride carefully added. The resultant two layers were separated and the aqueous phase extracted with ether. The combined organic phases were drie... The solvent is C(Cl)(Cl)Cl (CHCl3), CCCCCC (hexane), O (water), CCOCC (ether), O (H2O), C1CCOC1 (THF). Isolated yield 93.0%. The reactants are [Li+].[OH-] (LiOH), OO (H2O2), S([O-])(O)=O.[Na+] (sodium bisulfite), S(=O)([O-])[O-].[Na+].[Na+] (sodium sulfite), C(C)(C)(C)OC(CCC(=O)O)=O (succinic acid 4-tert-butyl ester), C(C)(C)(C)OC(C[C@H](C[C@@H](CCC)C)C(=O)N1C(O[C@H]([C@H]1C)C1=CC=CC=C1)=O)=O ((3S,5R)-5-methyl-3-((4R,5S)-4-methyl-2-oxo-5-phenyl-oxazolidine-3-carbonyl)-octanoic acid tert-butyl ester), [Li+].[OH-] (LiOH), solution, OO (H2O2), solution. RXN SMILES: [C:1]([O:5][C:6](=[O:12])[CH2:7][CH2:8][C:9]([OH:11])=[O:10])([CH3:4])([CH3:3])[CH3:2].C(OC(=O)[CH2:19][C@@H:20]([C:27](N1[C@H](C)[C@H](C2C=CC=CC=2)OC1=O)=O)[CH2:21][C@H:22](C)[CH2:23]CC)(C)(C)C.[Li+].[OH-].OO.S(=O)(O)[O-].[Na+].S([O-])([O-])=O.[Na+].[Na+]>C(Cl)(Cl)Cl.O.C1COCC1.CCOCC.CCCCCC>[C:1]([O:5][C:6](=[O:12])[CH2:7][C@H:8]([CH2:19][C@H:20]([CH3:27])[CH2:21][CH2:22][CH3:23])[C:9]([OH:11])=[O:10])([CH3:4])([CH3:2])[CH3:3] |f:2.3,5.6,7.8.9|. Reactants: O=C1OC(=O)C2=C1CCCC2, O=C([O-])O, CC(=O)[O-], CC(=O)O, Cl, COC(=O)CC(N)c1ccc(OC)c(OC)c1, [Na+], [Na+], O. Yields the product COC(=O)CC(c1ccc(OC)c(OC)c1)N1C(=O)C2=C(CCCC2)C1=O. RXN SMILES: [C:1]1(=[O:11])[C:2]2=[C:3]([C:4](=[O:5])[O:6]1)[CH2:7][CH2:8][CH2:9][CH2:10]2.[C:35](=[O:36])([OH:37])[O-:38].[CH3:31][C:32](=[O:33])[O-:34].[CH3:40][C:41](=[O:42])[OH:43].[ClH:12].[NH2:13][CH:14]([CH2:15][C:16](=[O:17])[O:18][CH3:19])[c:20]1[cH:21][c:22]([O:28][CH3:29])[c:23]([O:26][CH3:27])[cH:24][cH:25]1.[Na+:30].[Na+:39].[OH2:44]>>[C:1]1(=[O:11])[C:2]2=[C:3]([C:4](=[O:6])[N:13]1[CH:14]([CH2:15][C:16](=[O:17])[O:18][CH3:19])[c:20]1[cH:21][c:22]([O:28][CH3:29])[c:23]([O:26][CH3:27])[cH:24][cH:25]1)[CH2:7][CH2:8][CH2:9][CH2:10]2. Product: COCCCOc1cc(C(=O)N(CC2CN(C(=O)OC(C)(C)C)CC2CN(C(=O)OCC(C)(C)C(=O)O)C2CC2)C(C)C)ccc1OC. The reactants are COCCCOc1cc(C(=O)N(CC2CN(C(=O)OC(C)(C)C)CC2CN(C(=O)OCC(C)(C)C(=O)OC)C2CC2)C(C)C)ccc1OC, C1CCOC1, O. RXN SMILES: [C:1]([CH3:2])([CH3:3])([CH3:4])[O:5][C:6](=[O:7])[N:8]1[CH2:9][CH:10]([CH2:34][N:35]([C:36](=[O:37])[O:38][CH2:39][C:40]([CH3:41])([CH3:42])[C:43](=[O:44])[O:45][CH3:46])[CH:47]2[CH2:48][CH2:49]2)[CH:11]([CH2:13][N:14]([C:15]([c:16]2[cH:17][c:18]([O:24][CH2:25][CH2:26][CH2:27][O:28][CH3:29])[c:19]([O:22][CH3:23])[cH:20][cH:21]2)=[O:30])[CH:31]([CH3:32])[CH3:33])[CH2:12]1.[CH2:51]1[O:52][CH2:53][CH2:54][CH2:55]1.[OH2:50]>>[C:1]([CH3:2])([CH3:3])([CH3:4])[O:5][C:6](=[O:7])[N:8]1[CH2:9][CH:10]([CH2:34][N:35]([C:36](=[O:37])[O:38][CH2:39][C:40]([CH3:41])([CH3:42])[C:43](=[O:44])[OH:45])[CH:47]2[CH2:48][CH2:49]2)[CH:11]([CH2:13][N:14]([C:15]([c:16]2[cH:17][c:18]([O:24][CH2:25][CH2:26][CH2:27][O:28][CH3:29])[c:19]([O:22][CH3:23])[cH:20][cH:21]2)=[O:30])[CH:31]([CH3:32])[CH3:33])[CH2:12]1. Product: CN1C2CCC1C(CO)C(c1ccc(I)cc1)C2. Reactants: [BH4-], CCOCC, COC(=O)C1C(c2ccc(I)cc2)CC2CCC1N2C, [Li+]. Reaction SMILES: [BH4-:21].[CH2:23]([O:24][CH2:25][CH3:26])[CH3:27].[I:1][c:2]1[cH:3][cH:4][c:5]([CH:8]2[CH:9]([C:17](=[O:18])[O:19][CH3:20])[CH:10]3[CH2:11][CH2:12][CH:13]([CH2:14]2)[N:15]3[CH3:16])[cH:6][cH:7]1.[Li+:22]>>[I:1][c:2]1[cH:3][cH:4][c:5]([CH:8]2[CH:9]([CH2:17][OH:18])[CH:10]3[CH2:11][CH2:12][CH:13]([CH2:14]2)[N:15]3[CH3:16])[cH:6][cH:7]1. Starting materials: ice water, [N+](=O)([O-])C=1C(=CC(=CC1)O)C (4-nitro-m-cresol), Cl.ClCC1=NC=CC=N1 (2-(chloromethyl)pyrimidine hydrochloride), C([O-])([O-])=O.[K+].[K+] (potassium carbonate). The solvent is CN(C=O)C (N,N-dimethylformamide). Product: CC=1C=C(OCC2=NC=CC=N2)C=CC1[N+](=O)[O-] (2-[(3-methyl-4-nitrophenoxy)methyl]pyrimidine), crude material. Isolated yield 81.0%. Reaction SMILES: [N+:1]([C:4]1[C:5]([CH3:11])=[CH:6][C:7]([OH:10])=[CH:8][CH:9]=1)([O-:3])=[O:2].Cl.Cl[CH2:14][C:15]1[N:20]=[CH:19][CH:18]=[CH:17][N:16]=1.C(=O)([O-])[O-].[K+].[K+]>CN(C)C=O>[CH3:11][C:5]1[CH:6]=[C:7]([CH:8]=[CH:9][C:4]=1[N+:1]([O-:3])=[O:2])[O:10][CH2:14][C:15]1[N:20]=[CH:19][CH:18]=[CH:17][N:16]=1 |f:1.2,3.4.5|. Procedure: A solution of 4-nitro-m-cresol (0.25 g, 1.6 mmol), 2-(chloromethyl)pyrimidine hydrochloride (0.40 g, 2.4 mmol) and potassium carbonate (0.50 g, 4.0 mmol) in N,N-dimethylformamide (6.0 mL) was stirred at 70° C. for 18 h. Cooled to ambient temperature, the reaction mixture was poured into ice water, extracted with ethyl acetate. The organic layer was washed with water and brine, dried over sodium sulfate, filtered and concentrated to afford 2-[(3-methyl-4-nitrophenoxy)methyl]pyrimidine as crude ma... Reactants: CC(=O)O[BH-](OC(C)=O)OC(C)=O, C1CCOC1, CNC, CC(=O)O, ClCCCl, CN1C(=O)C(c2ccc(OC(F)F)cc2)(c2cccc(C=O)c2)N=C1N, [Na+], [Na+], [OH-]. Product: CN(C)Cc1cccc(C2(c3ccc(OC(F)F)cc3)N=C(N)N(C)C2=O)c1. RXN SMILES: [C:30]([O:31][BH-:32]([O:33][C:34](=[O:35])[CH3:36])[O:37][C:38](=[O:39])[CH3:40])(=[O:41])[CH3:42].[CH2:46]1[O:47][CH2:48][CH2:49][CH2:50]1.[CH3:27][NH:28][CH3:29].[CH3:51][C:52](=[O:53])[OH:54].[Cl:55][CH2:56][CH2:57][Cl:58].[NH2:1][C:2]1=[N:6][C:5]([c:7]2[cH:8][cH:9][c:10]([O:13][CH:14]([F:15])[F:16])[cH:11][cH:12]2)([c:17]2[cH:18][c:19]([CH:20]=[O:21])[cH:22][cH:23][cH:24]2)[C:4](=[O:25])[N:3]1[CH3:26].[Na+:43].[Na+:45].[OH-:44]>>[NH2:1][C:2]1=[N:6][C:5]([c:7]2[cH:8][cH:9][c:10]([O:13][CH:14]([F:15])[F:16])[cH:11][cH:12]2)([c:17]2[cH:18][c:19]([CH2:20][N:28]([CH3:27])[CH3:29])[cH:22][cH:23][cH:24]2)[C:4](=[O:25])[N:3]1[CH3:26]. The reactants are CCOC1CNCC1Nc1nc(CC)c(-c2ccc(Cl)cc2Cl)nc1CC, CCc1nc(-c2ccc(OC)cc2Cl)c(CC)nc1NC1CN(C(=O)OCc2ccccc2)CC1OCCF. Product: CCc1nc(-c2ccc(OC)cc2Cl)c(CC)nc1NC1CNCC1OCCF. As a reaction SMILES: [Cl:1][c:2]1[cH:3][c:4]([Cl:5])[cH:6][cH:7][c:8]1-[c:9]1[n:10][c:11]([CH2:12][CH3:13])[c:14]([NH:15][CH:16]2[CH:17]([O:18][CH2:19][CH3:20])[CH2:21][NH:22][CH2:23]2)[n:24][c:25]1[CH2:26][CH3:27].[Cl:28][c:29]1[c:30](-[c:37]2[n:38][c:39]([CH2:65][CH3:66])[c:40]([NH:45][CH:46]3[CH2:47][N:48]([C:55]([O:56][CH2:57][c:58]4[cH:59][cH:60][cH:61][cH:62][cH:63]4)=[O:64])[CH2:49][CH:50]3[O:51][CH2:52][CH2:53][F:54])[n:41][c:42]2[CH2:43][CH3:44])[cH:31][cH:32][c:33]([O:35][CH3:36])[cH:34]1>>[Cl:28][c:29]1[c:30](-[c:37]2[n:38][c:39]([CH2:65][CH3:66])[c:40]([NH:45][CH:46]3[CH2:47][NH:48][CH2:49][CH:50]3[O:51][CH2:52][CH2:53][F:54])[n:41][c:42]2[CH2:43][CH3:44])[cH:31][cH:32][c:33]([O:35][CH3:36])[cH:34]1.